The task is: describe an organic reaction: reactants, conditions, products, and yield. This data is from the Open Reaction Database (ORD), a public repository of structured organic reaction records. The reactants are C(=O)(N1C=NC=C1)N1C=NC=C1 (carbonyldiimidazole), C1(CC1)CO (cyclopropylmethanol), C1(CC1)CO (cyclopropylmethanol), NCCC1=CNC2=CC=CC=C12 (tryptamine), CCCCCC.C(C)OC(C)=O (hexane ethylacetate), NCCC1=CNC2=CC=CC=C12 (tryptamine). Solvent: C1CCOC1 (THF), C1CCOC1 (THF). Conditions: time 8 hour. Product: C1(CC1)COC(=O)NCCC1=CNC2=CC=CC=C12 (N-cyclopropylmethyloxycarbonyltryptamine). The yield is 76.0%. Reaction SMILES: [C:1]([N:8]1[CH:12]=[CH:11]N=C1)(N1C=CN=C1)=[O:2].[CH:13]1([CH2:16][OH:17])[CH2:15][CH2:14]1.CCCCCC.C(OC(=O)C)C.NCC[C:33]1[C:41]2[C:36](=[CH:37][CH:38]=[CH:39][CH:40]=2)[NH:35][CH:34]=1>C1COCC1>[CH:13]1([CH2:16][O:17][C:1]([NH:8][CH2:12][CH2:11][C:33]2[C:41]3[C:36](=[CH:37][CH:38]=[CH:39][CH:40]=3)[NH:35][CH:34]=2)=[O:2])[CH2:15][CH2:14]1 |f:2.3|. Reported procedure: A solution of 11.7 g (69.3 mmol) of carbonyldiimidazole and 5.0 g (69.3 mmol) of cyclopropylmethanol in 150 mL of THF was stirred, under nitrogen and later at room temperature for 4-5 hours or the time until the TLC (silica gel; hexane-ethylacetate, 4:1) analysis indicated a complete disappearance of cyclopropylmethanol in the mixture. To this reaction mixture, a solution of tryptamine (11.12 g, 69.3 mmol) in THF (5 mL) was added and stirred overnight. The TLC analysis indicated a complete disap... Starting materials: COC1=CC=C(C=C1)C1(C=CC2=C(O1)C=1C=C(C=CC1C1=C2C(C2=CC(=CC=C21)C)(OCCOCCOCCO)C)C)C2=CC=C(C=C2)OC (3,3-Di(4-methoxyphenyl)-6,11,13-trimethyl-13-(2-(2-(2-hydroxyethoxy)-ethoxy)ethoxy)-3H,13H-indeno[2′,3′:3,4]naphtho[1,2-b]pyran), C1(OCCCO1)=O (trimethylene carbonate), CC([O-])C.[Al+3].CC([O-])C.CC([O-])C (aluminum isopropoxide), 1, N(=C=O)CCOC(C(=C)C)=O (isocyanatoethylmethacrylate). As a reaction SMILES: COC1C=CC(C2(C3C=CC(OC)=CC=3)OC3C4C=C(C)C=CC=4C4C5C(=CC(C)=CC=5)C(C)(OCCOCCOCCO)C=4C=3C=C2)=CC=1.[C:51]1(=O)[O:56][CH2:55][CH2:54]C[O:52]1.CC(C)[O-].[Al+3].CC(C)[O-].CC(C)[O-].[N:71](CC[O:76][C:77](=[O:81])[C:78]([CH3:80])=[CH2:79])=C=O>C(Cl)(Cl)Cl>[C:77]([OH:81])(=[O:76])[C:78]([CH3:80])=[CH2:79].[NH2:71][C:51]([O:56][CH2:55][CH3:54])=[O:52] |f:2.3.4.5,8.9|. Reported procedure: 3,3-Di(4-methoxyphenyl)-6,11,13-trimethyl-13-(2-(2-(2-hydroxyethoxy)-ethoxy)ethoxy)-3H,13H-indeno[2′,3′:3,4]naphtho[1,2-b]pyran (53.6 g, 0.08 mole) Photochromic A, trimethylene carbonate (146 g, 1.43 moles), anhydrous chloroform (400 mL) and aluminum isopropoxide (3.3 g, 0.016 mole) were added to a 1 liter 1 neck flask with a magnetic stir bar, purged with dry nitrogen, capped with rubber septum, and then allowed to stir at room temperature for 24 hrs. The resulting dark purple organic solution ... Solvent: C(Cl)(Cl)Cl (chloroform). Reaction conditions: time 24 hour. Yields the product C(C(=C)C)(=O)O.NC(=O)OCC (Urethane Methacrylate). Starting materials: CC[Si](CC)(CC)OC(C)(C)C#CCBr, CC(O)C1=CCC2C3=CC=C4CC(O[Si](C)(C)C(C)(C)C)CC(O[Si](C)(C)C(C)(C)C)C4(C)C3CCC12C, C1COCCOCCOCCOCCO1, [H-], [Na+], C1CCOC1, O. Yields the product CC[Si](CC)(CC)OC(C)(C)C#CCOC(C)C1=CCC2C3=CC=C4CC(O[Si](C)(C)C(C)(C)C)CC(O[Si](C)(C)C(C)(C)C)C4(C)C3CCC12C. RXN SMILES: [Br:56][CH2:57][C:58]#[C:59][C:60]([CH3:61])([O:62][Si:63]([CH2:64][CH3:65])([CH2:66][CH3:67])[CH2:68][CH3:69])[CH3:70].[C:1]([CH3:2])([CH3:3])([CH3:4])[Si:5]([O:6][CH:7]1[CH2:8][CH:9]([O:29][Si:30]([CH3:31])([CH3:32])[C:33]([CH3:34])([CH3:35])[CH3:36])[CH2:10][C:11]2=[CH:12][CH:13]=[C:14]3[CH:15]4[CH2:16][CH:17]=[C:18]([CH:19]([CH3:20])[OH:21])[C:22]4([CH3:28])[CH2:23][CH2:24][CH:25]3[C:26]12[CH3:27])([CH3:37])[CH3:38].[CH2:41]1[O:42][CH2:43][CH2:44][O:45][CH2:46][CH2:47][O:48][CH2:49][CH2:50][O:51][CH2:52][CH2:53][O:54][CH2:55]1.[H-:39].[Na+:40].[O:71]1[CH2:72][CH2:73][CH2:74][CH2:75]1.[OH2:76]>>[C:1]([CH3:2])([CH3:3])([CH3:4])[Si:5]([O:6][CH:7]1[CH2:8][CH:9]([O:29][Si:30]([CH3:31])([CH3:32])[C:33]([CH3:34])([CH3:35])[CH3:36])[CH2:10][C:11]2=[CH:12][CH:13]=[C:14]3[CH:15]4[CH2:16][CH:17]=[C:18]([CH:19]([CH3:20])[O:21][CH2:57][C:58]#[C:59][C:60]([CH3:61])([O:62][Si:63]([CH2:64][CH3:65])([CH2:66][CH3:67])[CH2:68][CH3:69])[CH3:70])[C:22]4([CH3:28])[CH2:23][CH2:24][CH:25]3[C:26]12[CH3:27])([CH3:37])[CH3:38]. Starting materials: COC(=O)C(NC(=O)c1ccc(I)cc1NS(=O)(=O)c1cccc2nsnc12)C(C)(C)c1ccc(Cl)cc1, COC(=O)C(N)C(C)(C)c1ccc(Cl)cc1, O=C(O)c1ccc(I)cc1NS(=O)(=O)c1cccc2nsnc12. Yields the product CC(C)(c1ccc(Cl)cc1)C(NC(=O)c1ccc(I)cc1NS(=O)(=O)c1cccc2nsnc12)C(=O)O. Reaction SMILES: [CH3:1][O:2][C:3]([CH:4]([C:5]([CH3:6])([CH3:7])[c:8]1[cH:9][cH:10][c:11]([Cl:14])[cH:12][cH:13]1)[NH:15][C:16]([c:17]1[c:18]([NH:24][S:25](=[O:26])(=[O:27])[c:28]2[cH:29][cH:30][cH:31][c:32]3[c:33]2[n:34][s:35][n:36]3)[cH:19][c:20]([I:23])[cH:21][cH:22]1)=[O:37])=[O:38].[CH3:62][O:63][C:64](=[O:65])[CH:66]([NH2:67])[C:68]([c:69]1[cH:70][cH:71][c:72]([Cl:73])[cH:74][cH:75]1)([CH3:76])[CH3:77].[n:39]1[s:40][n:41][c:42]2[c:43]([S:44]([NH:45][c:46]3[cH:47][c:48]([I:49])[cH:50][cH:51][c:52]3[C:53]([OH:54])=[O:55])(=[O:56])=[O:57])[cH:58][cH:59][cH:60][c:61]12>>[O:2]=[C:3]([CH:4]([C:5]([CH3:6])([CH3:7])[c:8]1[cH:9][cH:10][c:11]([Cl:14])[cH:12][cH:13]1)[NH:15][C:16]([c:17]1[c:18]([NH:24][S:25](=[O:26])(=[O:27])[c:28]2[cH:29][cH:30][cH:31][c:32]3[c:33]2[n:34][s:35][n:36]3)[cH:19][c:20]([I:23])[cH:21][cH:22]1)=[O:37])[OH:38]. Reactants: BrC=1C(=NC(=NC1)Cl)NC1=NNC(=C1)C1CC1 (5-bromo-2-chloropyrimidin-4-yl-(5-cyclopropyl-1H-pyrazol-3-yl)-amine), CN(C1=CC=C(CN)C=C1)C (4-dimethylaminobenzylamine). Solvent: C(CCC)O (1-butanol), C(C)(=O)OCC (ethyl acetate). Conditions: temperature 170 celsius. The product is BrC=1C(=NC(=NC1)NCC1=CC=C(C=C1)N(C)C)NC1=NNC(=C1)C1CC1 (5-Bromo-N4-(5-cyclopropyl-1H-pyrazol-3-yl)-N2-(4-dimethylaminobenzyl)-pyrimidine-2,4-diamine). Isolated yield 28.9%. As a reaction SMILES: [Br:1][C:2]1[C:3]([NH:9][C:10]2[CH:14]=[C:13]([CH:15]3[CH2:17][CH2:16]3)[NH:12][N:11]=2)=[N:4][C:5](Cl)=[N:6][CH:7]=1.[CH3:18][N:19]([CH3:28])[C:20]1[CH:27]=[CH:26][C:23]([CH2:24][NH2:25])=[CH:22][CH:21]=1>C(O)CCC.C(OCC)(=O)C>[Br:1][C:2]1[C:3]([NH:9][C:10]2[CH:14]=[C:13]([CH:15]3[CH2:17][CH2:16]3)[NH:12][N:11]=2)=[N:4][C:5]([NH:25][CH2:24][C:23]2[CH:26]=[CH:27][C:20]([N:19]([CH3:28])[CH3:18])=[CH:21][CH:22]=2)=[N:6][CH:7]=1. Procedure: A mixture of 5-bromo-2-chloropyrimidin-4-yl-(5-cyclopropyl-1H-pyrazol-3-yl)-amine (313 mg, 1.00 mmol) and 4-dimethylaminobenzylamine (225 mg, 1.5 mmol) in 1-butanol (20 mL) was heated to 170° C. in a 50 mL sealed tube for 3 h. The mixture was cooled and diluted with ethyl acetate. The organic layer was washed with 2 N sodium hydroxide, water and brine and dried over sodium sulfate. The solution was concentrated, redissolved in DMF and purified by preparative reverse phase HPLC to give the desire... RXN SMILES: [CH2:1]([NH:3][C:4]([C:6]1[CH:7]=[N:8][C:9]2[C:14]([C:15]=1[NH:16][CH2:17][CH2:18][CH3:19])=[CH:13][CH:12]=[CH:11][C:10]=2[O:20][CH3:21])=[O:5])[CH3:2].C([NH-])C.Cl[C:26](OC)=[O:27]>>[CH2:1]([N:3]1[C:4](=[O:5])[C:6]2[CH:7]=[N:8][C:9]3[C:10]([O:20][CH3:21])=[CH:11][CH:12]=[CH:13][C:14]=3[C:15]=2[N:16]([CH2:17][CH2:18][CH3:19])[C:26]1=[O:27])[CH3:2]. Starting materials: amino-ester, C(C)NC(=O)C=1C=NC2=C(C=CC=C2C1NCCC)OC (8-methoxy-4-propylamino-quinoline-3-carboxylic acid ethylamide), C(C)[NH-] (ethylamide), ClC(=O)OC (methyl chloroformate). Reported procedure: 4-Chloro-8-methoxy-quinoline-3-carboxylic acid ethyl ester (250 mg, 0.94 mmol) was treated with 1-aminopropane following general procedure B to afford 8-methoxy-4-propylamino-quinoline-3-carboxylic acid ethyl ester (260 mg). Thus obtained amino-ester was hydrolyzed to the corresponding acid in quantitative yield using general procedure D and then transformed into 8-methoxy-4-propylamino-quinoline-3-carboxylic acid ethylamide (200 mg) following general procedure E. The above ethylamide (0.70 mmol... Product: C(C)N1C(N(C2=C(C=NC=3C(=CC=CC23)OC)C1=O)CCC)=O (3-ethyl-7-methoxy-1-propyl-1H-pyrimido[5,4-c]quinoline-2,4-dione). The reactants are Compound B3, C(#N)C1=CC=C2C=3C(C4=C(C(C3NC2=C1)(C)C)C=C(C=C4)C(=O)O)=O (3-cyano-6,6-dimethyl-11-oxo-6,11-dihydro-5H-benzo[b]carbazol-8-carboxylic acid), NOCCO (2-aminooxy-ethanol). The product is OCCONC(=O)C=1C=CC2=C(C(C=3NC4=CC(=CC=C4C3C2=O)C#N)(C)C)C1 (3-Cyano-6,6-dimethyl-11-oxo-6,11-dihydro-5H-benzo[b]carbazol-8-carboxylic acid (2-hydroxy-ethoxy)-amide). RXN SMILES: [C:1]([C:3]1[CH:15]=[C:14]2[C:6]([C:7]3[C:8](=[O:25])[C:9]4[CH:21]=[CH:20][C:19]([C:22]([OH:24])=O)=[CH:18][C:10]=4[C:11]([CH3:17])([CH3:16])[C:12]=3[NH:13]2)=[CH:5][CH:4]=1)#[N:2].[NH2:26][O:27][CH2:28][CH2:29][OH:30]>>[OH:30][CH2:29][CH2:28][O:27][NH:26][C:22]([C:19]1[CH:20]=[CH:21][C:9]2[C:8](=[O:25])[C:7]3[C:6]4[C:14](=[CH:15][C:3]([C:1]#[N:2])=[CH:4][CH:5]=4)[NH:13][C:12]=3[C:11]([CH3:16])([CH3:17])[C:10]=2[CH:18]=1)=[O:24]. Procedure: Under the same conditions as the method for synthesizing Compound B3-15, the title compound was prepared from Compound B2-28 and 2-aminooxy-ethanol.